Dataset: the Open Reaction Database (ORD), a public repository of structured organic reaction records. Task: describe an organic reaction: reactants, conditions, products, and yield Reactants: CCO, CCOC(=O)C1CCN(C(=O)C2CC2)CC1, [Na+], [OH-]. Yields the product O=C(O)C1CCN(C(=O)C2CC2)CC1. As a reaction SMILES: [CH3:19][CH2:20][OH:21].[CH:1]1([C:4](=[O:5])[N:6]2[CH2:7][CH2:8][CH:9]([C:12](=[O:13])[O:14][CH2:15][CH3:16])[CH2:10][CH2:11]2)[CH2:2][CH2:3]1.[Na+:18].[OH-:17]>>[CH:1]1([C:4](=[O:5])[N:6]2[CH2:7][CH2:8][CH:9]([C:12](=[O:13])[OH:14])[CH2:10][CH2:11]2)[CH2:2][CH2:3]1. Starting materials: Brc1ccc2nc(N3CCN(C4CCCC4)CC3)sc2c1, CN1CCCC1=O, N#C[Cu], [Cu]I. Yields the product N#Cc1ccc2nc(N3CCN(C4CCCC4)CC3)sc2c1. As a reaction SMILES: [Br:1][c:2]1[cH:3][c:4]2[c:5]([n:6][c:7]([N:9]3[CH2:10][CH2:11][N:12]([CH:15]4[CH2:16][CH2:17][CH2:18][CH2:19]4)[CH2:13][CH2:14]3)[s:8]2)[cH:20][cH:21]1.[CH3:25][N:26]1[C:27](=[O:28])[CH2:29][CH2:30][CH2:31]1.[Cu:22][C:23]#[N:24].[Cu:32][I:33]>>[c:2]1([C:23]#[N:24])[cH:3][c:4]2[c:5]([n:6][c:7]([N:9]3[CH2:10][CH2:11][N:12]([CH:15]4[CH2:16][CH2:17][CH2:18][CH2:19]4)[CH2:13][CH2:14]3)[s:8]2)[cH:20][cH:21]1.